This data is from the Open Reaction Database (ORD), a public repository of structured organic reaction records. The task is: describe an organic reaction: reactants, conditions, products, and yield Reactants: CN(C)CCCCCCCCCCCCCC (N,N-dimethyltetradecylamine), BrCCCCl (1-bromo-3-chloropropane), CO (methanol). Solvent: COC(C)(C)C (methyl-tert-butylether). Run at temperature 65 celsius, time 24 hour. The product is [Br-].ClCCC[N+](C)(C)CCCCCCCCCCCCCC ((3-chloropropyl)tetradecyldimethylammonium bromide). As a reaction SMILES: [CH3:1][N:2]([CH2:4][CH2:5][CH2:6][CH2:7][CH2:8][CH2:9][CH2:10][CH2:11][CH2:12][CH2:13][CH2:14][CH2:15][CH2:16][CH3:17])[CH3:3].[Br:18][CH2:19][CH2:20][CH2:21][Cl:22].CO>COC(C)(C)C>[Br-:18].[Cl:22][CH2:21][CH2:20][CH2:19][N+:2]([CH2:4][CH2:5][CH2:6][CH2:7][CH2:8][CH2:9][CH2:10][CH2:11][CH2:12][CH2:13][CH2:14][CH2:15][CH2:16][CH3:17])([CH3:1])[CH3:3] |f:4.5|. Procedure: A one-liter, 3-necked, round-bottomed flask equipped with air condensers and a magnetic stirring plate was charged with N,N-dimethyltetradecylamine (311.59 grams, 1.29 moles), 1-bromo-3-chloropropane (203.09 grams, 1.29 moles) and methanol (250 mL). Reaction was maintained at 65° C. for 24 hours. Methanol was removed by rotary evaporation under reduced pressure to yield a sludge. To the sludge was added methyl-tert-butylether (500 mL) causing a white solid to slowly form The mixture was stirred ... The reactants are NC=1C=C(C=CC1)CC(=O)OC (Methyl (3-aminophenyl)acetate), C(C)(=O)OC(C)=O (acetic anhydride). Product: COC(CC1=CC(=CC=C1)NC(C)=O)=O (methyl[3-(acetylamino)phenyl]acetate). Reaction SMILES: [NH2:1][C:2]1[CH:3]=[C:4]([CH2:8][C:9]([O:11][CH3:12])=[O:10])[CH:5]=[CH:6][CH:7]=1.[C:13](OC(=O)C)(=[O:15])[CH3:14]>>[CH3:12][O:11][C:9](=[O:10])[CH2:8][C:4]1[CH:5]=[CH:6][CH:7]=[C:2]([NH:1][C:13](=[O:15])[CH3:14])[CH:3]=1. Procedure details: Methyl (3-aminophenyl)acetate was treated with acetic anhydride to provide methyl[3-(acetylamino)phenyl]acetate. The desired product was prepared by substituting methyl[3-(acetylamino)phenyl]acetate for N-[4-(cyanomethyl)phenyl]acetamide in Example 6A. MS (DCI) m/e 211 (M+H)+. The reactants are CCO, CCCCCCCCCC(=O)OCCC(C)(C)C(=O)OCc1ccccc1. The product is CCCCCCCCCC(=O)OCCC(C)(C)C(=O)O. RXN SMILES: [CH3:28][CH2:29][OH:30].[c:1]1([CH2:2][O:8][C:9]([C:10]([CH2:11][CH2:12][O:13][C:14]([CH2:15][CH2:16][CH2:17][CH2:18][CH2:19][CH2:20][CH2:21][CH2:22][CH3:23])=[O:24])([CH3:25])[CH3:26])=[O:27])[cH:3][cH:4][cH:5][cH:6][cH:7]1>>[O:8]=[C:9]([C:10]([CH2:11][CH2:12][O:13][C:14]([CH2:15][CH2:16][CH2:17][CH2:18][CH2:19][CH2:20][CH2:21][CH2:22][CH3:23])=[O:24])([CH3:25])[CH3:26])[OH:27]. Starting materials: COc2ccc1ccccc1c2 (substrate), Cc1cc(C)c([Mg]Br)c(C)c1 (effective_coupling_partner). Reagents/catalysts: PCy3+ItBu. Conditions: temperature 60 celsius, time 10 hour. The product is Cc3cc(C)c(c2ccc1ccccc1c2)c(C)c3. Starting materials: FC(C1=C(CN2C(CC(CC2)CO)=O)C=CC(=C1)C(F)(F)F)(F)F (1-[2,4-bis(trifluoromethyl)benzyl]-4-(hydroxymethyl)piperidin-2-one), C(C(=O)Cl)(=O)Cl (oxalyl chloride), CS(=O)C (dimethyl sulfoxide), [Cl-].[NH4+] (ammonium chloride). The solvent is ClCCl (dichloromethane), C(C)N(CC)CC (triethylamine), ClCCl (dichloromethane), ClCCl (dichloromethane). Reaction conditions: temperature -78 celsius, time 30 minute. The product is FC(C1=C(CN2C(CC(CC2)C=O)=O)C=CC(=C1)C(F)(F)F)(F)F (1-[2,4-bis(trifluoromethyl)benzyl]-2-oxopiperidine-4-carbaldehyde). Isolated yield 37.2%. Reaction SMILES: C(Cl)(=O)C(Cl)=O.CS(C)=O.[F:11][C:12]([F:34])([F:33])[C:13]1[CH:28]=[C:27]([C:29]([F:32])([F:31])[F:30])[CH:26]=[CH:25][C:14]=1[CH2:15][N:16]1[CH2:21][CH2:20][CH:19]([CH2:22][OH:23])[CH2:18][C:17]1=[O:24].[Cl-].[NH4+]>ClCCl.C(N(CC)CC)C>[F:34][C:12]([F:11])([F:33])[C:13]1[CH:28]=[C:27]([C:29]([F:32])([F:31])[F:30])[CH:26]=[CH:25][C:14]=1[CH2:15][N:16]1[CH2:21][CH2:20][CH:19]([CH:22]=[O:23])[CH2:18][C:17]1=[O:24] |f:3.4|. Reported procedure: To a solution of oxalyl chloride (4.5 mL) in dichloromethane (80 mL) was added a solution of dimethyl sulfoxide (7.3 mL) in dichloromethane (50 mL) under cooling to −78° C. The reaction mixture was stirred for 30 min under cooling to −78° C., and to the reaction mixture was added dropwise a solution of 1-[2,4-bis(trifluoromethyl)benzyl]-4-(hydroxymethyl)piperidin-2-one (10 g) in dichloromethane (50 mL). The reaction mixture was stirred for 40 min under cooling to −78° C., triethylamine (19.7 mL)... Reactants: COC=CC(C)=O (4-methoxy-3-buten-2-one), ClC1=C(CN)C=CC=C1 (2-chlorobenzylamine). Solvent: C(Cl)Cl (CH2Cl2). Product: ClC1=C(C=CC=C1)CNC=CC(C)=O (4-[(2-chlorophenyl)methylamino]but-3-en-2-one). The yield is 99.7%. Reaction SMILES: CO[CH:3]=[CH:4][C:5](=[O:7])[CH3:6].[Cl:8][C:9]1[CH:16]=[CH:15][CH:14]=[CH:13][C:10]=1[CH2:11][NH2:12]>C(Cl)Cl>[Cl:8][C:9]1[CH:16]=[CH:15][CH:14]=[CH:13][C:10]=1[CH2:11][NH:12][CH:3]=[CH:4][C:5](=[O:7])[CH3:6]. Procedure: A solution of 4-methoxy-3-buten-2-one (100.1 mg, 1 mmol) and 2-chlorobenzylamine (141.6 mg, 1 mmol) in dry CH2Cl2 (5 mL) is stirred under reflux for 2 h. The solvent is evaporated under reduced pressure to afford the title compound 45 as a yellow oil (Yield 209 mg, 100%).